This data is from the Open Reaction Database (ORD), a public repository of structured organic reaction records. The task is: describe an organic reaction: reactants, conditions, products, and yield Starting materials: ICCCS(=O)(=O)NCC(CSC(NCCCCCCCCCCCCCCCCCC)=O)OC (3-(3-iodopropylsulfonylamino)-2-methoxy-1-octadecylcarbamoylthiopropane), C(Cl)(Cl)Cl.CO (chloroform methanol), N1=CC=CC2=CC=CC=C12 (quinoline). Yields the product [I-].COC(CSC(NCCCCCCCCCCCCCCCCCC)=O)CNS(=O)(=O)CCC[N+]1=CC=CC2=CC=CC=C12 (2-methoxy-1-octadecylcarbamoylthio-3-(3-quinoliniopropylsulfonylamino)propane iodide). As a reaction SMILES: [I:1][CH2:2][CH2:3][CH2:4][S:5]([NH:8][CH2:9][CH:10]([O:34][CH3:35])[CH2:11][S:12][C:13](=[O:33])[NH:14][CH2:15][CH2:16][CH2:17][CH2:18][CH2:19][CH2:20][CH2:21][CH2:22][CH2:23][CH2:24][CH2:25][CH2:26][CH2:27][CH2:28][CH2:29][CH2:30][CH2:31][CH3:32])(=[O:7])=[O:6].C(Cl)(Cl)Cl.CO.[N:42]1[C:51]2[C:46](=[CH:47][CH:48]=[CH:49][CH:50]=2)[CH:45]=[CH:44][CH:43]=1>>[I-:1].[CH3:35][O:34][CH:10]([CH2:9][NH:8][S:5]([CH2:4][CH2:3][CH2:2][N+:42]1[C:51]2[C:46](=[CH:47][CH:48]=[CH:49][CH:50]=2)[CH:45]=[CH:44][CH:43]=1)(=[O:7])=[O:6])[CH2:11][S:12][C:13](=[O:33])[NH:14][CH2:15][CH2:16][CH2:17][CH2:18][CH2:19][CH2:20][CH2:21][CH2:22][CH2:23][CH2:24][CH2:25][CH2:26][CH2:27][CH2:28][CH2:29][CH2:30][CH2:31][CH3:32] |f:1.2,4.5|. Reported procedure: A solution of 88 mg (0.136 mM) of 3-(3-iodopropylsulfonylamino)-2-methoxy-1-octadecylcarbamoylthiopropane IIa6 in 1 ml of quinoline is stirred at 45° C. for 2 days and the product is isolated by extraction with a mixture of chloroform-methanol and the organic layer is washed with 5.7% hydroiodic acid twice and with water once and the solvent is evaporated. The residue is recrystallized from acetone to give 2-methoxy-1-octadecylcarbamoylthio-3-(3-quinoliniopropylsulfonylamino)propane iodide Ia25. Reactants: hydrazide, FC1=CC=C(C=C1)[C@H](C(=O)O)CCO ((R)-2-(4fluorophenyl)-4-hydroxybutanoic acid), N(=O)[O-].[Na+] (sodium nitrite). The solvent is OS(=O)(=O)O (H2SO4). Conditions: temperature 2.5 celsius. Product: FC1=CC=C(C=C1)[C@@H](CCO)N ((R)-1-(4-fluorophenyl)-3-hydroxypropylamine). Reaction SMILES: [F:1][C:2]1[CH:7]=[CH:6][C:5]([C@@H:8]([CH2:12][CH2:13][OH:14])C(O)=O)=[CH:4][CH:3]=1.[N:15]([O-])=O.[Na+]>OS(O)(=O)=O>[F:1][C:2]1[CH:7]=[CH:6][C:5]([C@H:8]([NH2:15])[CH2:12][CH2:13][OH:14])=[CH:4][CH:3]=1 |f:1.2|. Reported procedure: The hydrazide of (R)-2-(4fluorophenyl)-4-hydroxybutanoic acid (0.5 gram) is reacted with a solution of 0.5 grams of sodium nitrite in 10 ml of 5% H2SO4. The reaction mixture is maintained for 1 hour at 0-5° C., followed extraction of the reaction mixture with ethyl acetate, followed by basification of the resulting aqueous solution with NaOH, extraction with methyl t-butyl ether, drying of the extracts over MgSO4, filtration, and the removal of solvent by rotary evaporation. The product (R)-1-(4... Starting materials: CCC1CC(OS(C)(=O)=O)CC1c1nnc2cnc3c(ccn3COCC[Si](C)(C)C)n12, [N-]=[N+]=[N-], [Na+], CN(C)C=O. Yields the product CCC1CC(N=[N+]=[N-])CC1c1nnc2cnc3c(ccn3COCC[Si](C)(C)C)n12. RXN SMILES: [CH3:1][S:2]([O:3][CH:6]1[CH2:7][CH:8]([CH2:31][CH3:32])[CH:9]([c:11]2[n:12][n:13][c:14]3[n:15]2[c:16]2[c:17]([n:18][cH:19]3)[n:20]([CH2:23][O:24][CH2:25][CH2:26][Si:27]([CH3:28])([CH3:29])[CH3:30])[cH:21][cH:22]2)[CH2:10]1)(=[O:4])=[O:5].[N-:34]=[N+:35]=[N-:36].[Na+:33].[O:37]=[CH:38][N:39]([CH3:40])[CH3:41]>>[CH:6]1([N:34]=[N+:35]=[N-:36])[CH2:7][CH:8]([CH2:31][CH3:32])[CH:9]([c:11]2[n:12][n:13][c:14]3[n:15]2[c:16]2[c:17]([n:18][cH:19]3)[n:20]([CH2:23][O:24][CH2:25][CH2:26][Si:27]([CH3:28])([CH3:29])[CH3:30])[cH:21][cH:22]2)[CH2:10]1. Starting materials: CC1=C(N=C(N1)C=1C=C(C=CC1)C)C=NNC(=O)OC (3-[(5-methyl-2-m-tolyl-4-imidazolyl)-methylene]carbazic acid, methyl ester), ClC1=C(C=CC=C1)Cl (o-dichlorobezene). Conditions: time 15.5 hour. Yields the product CC=1C=2N(C(NN1)=O)C(=NC2)C=2C=C(C=CC2)C (Methyl-6-m-tolyl-imidazo[1,5-d]-as-triazine-4(3H)-one). As a reaction SMILES: C[C:2]1[NH:6][C:5]([C:7]2[CH:8]=[C:9]([CH3:13])[CH:10]=[CH:11][CH:12]=2)=[N:4][C:3]=1[CH:14]=[N:15][NH:16][C:17]([O:19]C)=O.Cl[C:22]1C=CC=CC=1Cl>>[CH3:22][C:14]1[C:3]2[N:4]([C:5]([C:7]3[CH:8]=[C:9]([CH3:13])[CH:10]=[CH:11][CH:12]=3)=[N:6][CH:2]=2)[C:17](=[O:19])[NH:16][N:15]=1. Procedure: A mixture of 3-[(5-methyl-2-m-tolyl-4-imidazolyl)-methylene]carbazic acid, methyl ester (5.1 g, 0.019 mole) and o-dichlorobezene (75 ml) is heated slowly (45 minutes) to reflux, refluxed for 1.5 hours, then stirred at room temperature over night (appr. 15-16 hours). The reaction mixture is filtered to afford 3.9 g (0.016 mole) title product. Recrystallization from o-dichlorobenzene yields partially solvated product, m.p. 188°-198° C. Reactants: CO, COc1cc(Cl)ccc1[N+](=O)[O-]. Product: COc1cc(Cl)ccc1N. Reaction SMILES: [CH3:13][OH:14].[Cl:1][c:2]1[cH:3][c:4]([O:11][CH3:12])[c:5]([N+:8]([O-:9])=[O:10])[cH:6][cH:7]1>>[Cl:1][c:2]1[cH:3][c:4]([O:11][CH3:12])[c:5]([NH2:8])[cH:6][cH:7]1. The reactants are ClC1=NC(=C2N=CN(C2=N1)C1CCCC1)Cl (2,6-dichloro-9-cyclopentylpurine), NCCCC1=CC=CC=C1 (3-aminopropylbenzene). The solvent is C(C)N(CC)CC (triethylamine). The product is ClC1=NC(=C2N=CN(C2=N1)C1CCCC1)NCCCC1=CC=CC=C1 (2-Chloro-6-[3-(phenyl)propylamino]-9-cyclopentylpurine). Reaction SMILES: [Cl:1][C:2]1[N:10]=[C:9]2[C:5]([N:6]=[CH:7][N:8]2[CH:11]2[CH2:15][CH2:14][CH2:13][CH2:12]2)=[C:4](Cl)[N:3]=1.[NH2:17][CH2:18][CH2:19][CH2:20][C:21]1[CH:26]=[CH:25][CH:24]=[CH:23][CH:22]=1>C(N(CC)CC)C>[Cl:1][C:2]1[N:10]=[C:9]2[C:5]([N:6]=[CH:7][N:8]2[CH:11]2[CH2:15][CH2:14][CH2:13][CH2:12]2)=[C:4]([NH:17][CH2:18][CH2:19][CH2:20][C:21]2[CH:26]=[CH:25][CH:24]=[CH:23][CH:22]=2)[N:3]=1. Procedure details: 2-Chloro-6-[3-(phenyl)propylamino]-9-cyclopentylpurine is prepared from 2,6-dichloro-9-cyclopentylpurine, 3-aminopropylbenzene, and triethylamine essentially as described above in Example 1, Scheme A, step b. Reactants: BrCCCOc1cccc(-c2noc3ccsc23)c1, O=C([O-])[O-], CC#N, ClCCCOc1cccc(-c2noc3ccsc23)c1, NCc1ccccc1F, [K+], [K+], O. Product: Fc1ccccc1CNCCCOc1cccc(-c2noc3ccsc23)c1. As a reaction SMILES: [Br:1][CH2:2][CH2:3][CH2:4][O:5][c:6]1[cH:7][c:8](-[c:12]2[n:13][o:14][c:15]3[c:16]2[s:17][cH:18][cH:19]3)[cH:9][cH:10][cH:11]1.[C:48](=[O:49])([O-:50])[O-:51].[C:55](#[N:56])[CH3:57].[Cl:20][CH2:21][CH2:22][CH2:23][O:24][c:25]1[cH:26][c:27](-[c:28]2[c:29]3[s:30][cH:31][cH:32][c:33]3[o:34][n:35]2)[cH:36][cH:37][cH:38]1.[F:39][c:40]1[c:41]([CH2:42][NH2:43])[cH:44][cH:45][cH:46][cH:47]1.[K+:52].[K+:53].[OH2:54]>>[CH2:2]([CH2:3][CH2:4][O:5][c:6]1[cH:7][c:8](-[c:12]2[n:13][o:14][c:15]3[c:16]2[s:17][cH:18][cH:19]3)[cH:9][cH:10][cH:11]1)[NH:43][CH2:42][c:41]1[c:40]([F:39])[cH:47][cH:46][cH:45][cH:44]1. Reactants: BrBr (bromine), C(C)(=O)C1=C(N=C(S1)O)C (5-acetyl-2-hydroxy-4-methylthiazol), O (water). Run in C(Cl)Cl (methylene chloride), C(Cl)Cl (methylene chloride), C(C)(=O)O (acetic acid). Yields the product BrCC(=O)C1=C(N=C(S1)O)C (5-(2-bromoacetyl)-2-hydroxy-4-methylthiazole). The yield is 49.8%. As a reaction SMILES: [Br:1]Br.[C:3]([C:6]1[S:10][C:9]([OH:11])=[N:8][C:7]=1[CH3:12])(=[O:5])[CH3:4].O>C(Cl)Cl.C(O)(=O)C>[Br:1][CH2:4][C:3]([C:6]1[S:10][C:9]([OH:11])=[N:8][C:7]=1[CH3:12])=[O:5]. Procedure details: A solution of bromine (19.2 g) in methylene chloride (10 ml) was dropwise added to a solution of 5-acetyl-2-hydroxy-4-methylthiazol (15.7 g) in a mixture of methylene chloride (300 ml) and acetic acid (50 ml) at 40° C. to 44° C. with stirring. After being stirred at the same temperature for 30 minutes, the reaction mixture was poured into water (300 ml). The separated organic layer was washed with brine, dried over magnesium sulfate, and evaporated in vacuo. The residue was triturated with diiso... The reactants are CCCCSCl, CNC(=O)Nc1cc(C(C)(C)C)on1, c1ccncc1. The product is CCCCSN(C)C(=O)Nc1cc(C(C)(C)C)on1. RXN SMILES: [CH2:15]([CH2:16][CH2:17][CH3:18])[S:19][Cl:20].[CH3:1][NH:2][C:3](=[O:4])[NH:5][c:6]1[n:7][o:8][c:9]([C:11]([CH3:12])([CH3:13])[CH3:14])[cH:10]1.[cH:21]1[cH:22][cH:23][n:24][cH:25][cH:26]1>>[CH3:1][N:2]([C:3](=[O:4])[NH:5][c:6]1[n:7][o:8][c:9]([C:11]([CH3:12])([CH3:13])[CH3:14])[cH:10]1)[S:19][CH2:15][CH2:16][CH2:17][CH3:18]. The reactants are OC(c1ccccc1)c1ccc(Br)cc1, CCOCC, N#CC(Cl)(Cl)Cl, [H-], [Na+]. Yields the product N=C(OC(c1ccccc1)c1ccc(Br)cc1)C(Cl)(Cl)Cl. As a reaction SMILES: [Br:1][c:2]1[cH:3][cH:4][c:5]([CH:8]([OH:9])[c:10]2[cH:11][cH:12][cH:13][cH:14][cH:15]2)[cH:6][cH:7]1.[CH3:24][CH2:25][O:26][CH2:27][CH3:28].[Cl:18][C:19]([C:20]#[N:21])([Cl:22])[Cl:23].[H-:16].[Na+:17]>>[Br:1][c:2]1[cH:3][cH:4][c:5]([CH:8]([O:9][C:20]([C:19]([Cl:18])([Cl:22])[Cl:23])=[NH:21])[c:10]2[cH:11][cH:12][cH:13][cH:14][cH:15]2)[cH:6][cH:7]1.